Task: describe an organic reaction: reactants, conditions, products, and yield. Dataset: the Open Reaction Database (ORD), a public repository of structured organic reaction records The reactants are CC(C)c1cccc(C(C)C)c1N=C=O, CCCCCCCCc1ccc(NCc2ccc([N+](=O)[O-])cc2)cc1. Yields the product CCCCCCCCc1ccc(N(Cc2ccc([N+](=O)[O-])cc2)C(=O)Nc2c(C(C)C)cccc2C(C)C)cc1. As a reaction SMILES: [CH:26]([CH3:27])([CH3:28])[c:29]1[c:30]([N:38]=[C:39]=[O:40])[c:31]([CH:35]([CH3:36])[CH3:37])[cH:32][cH:33][cH:34]1.[N+:1](=[O:2])([O-:3])[c:4]1[cH:5][cH:6][c:7]([CH2:10][NH:11][c:12]2[cH:13][cH:14][c:15]([CH2:18][CH2:19][CH2:20][CH2:21][CH2:22][CH2:23][CH2:24][CH3:25])[cH:16][cH:17]2)[cH:8][cH:9]1>>[N+:1](=[O:2])([O-:3])[c:4]1[cH:5][cH:6][c:7]([CH2:10][N:11]([c:12]2[cH:13][cH:14][c:15]([CH2:18][CH2:19][CH2:20][CH2:21][CH2:22][CH2:23][CH2:24][CH3:25])[cH:16][cH:17]2)[C:39]([NH:38][c:30]2[c:29]([CH:26]([CH3:27])[CH3:28])[cH:34][cH:33][cH:32][c:31]2[CH:35]([CH3:36])[CH3:37])=[O:40])[cH:8][cH:9]1. The reactants are CC(C)(C)OC(=O)N1CC2CC1CN2, CC(=O)[O-], CC(=O)[O-], ClCCl, CC(C)(C)[O-], Cc1ccccc1, CC(Nc1cc(-n2nc(Cl)c3ccccc32)ccn1)c1ccccc1, [Na+], [Pd+2]. The product is CC(Nc1cc(-n2nc(N3CC4CC3CN4C(=O)OC(C)(C)C)c3ccccc32)ccn1)c1ccccc1. Reaction SMILES: [C:26]([CH3:27])([CH3:28])([CH3:29])[O:30][C:31](=[O:32])[N:33]1[CH:34]2[CH2:35][NH:36][CH:37]([CH2:38]1)[CH2:39]2.[C:56]([O-:57])(=[O:58])[CH3:59].[C:61]([O-:62])(=[O:63])[CH3:64].[CH2:53]([Cl:54])[Cl:55].[CH3:40][C:41]([CH3:42])([O-:43])[CH3:44].[CH3:46][c:47]1[cH:48][cH:49][cH:50][cH:51][cH:52]1.[Cl:1][c:2]1[n:3][n:4](-[c:11]2[cH:12][c:13]([NH:17][CH:18]([CH3:19])[c:20]3[cH:21][cH:22][cH:23][cH:24][cH:25]3)[n:14][cH:15][cH:16]2)[c:5]2[cH:6][cH:7][cH:8][cH:9][c:10]12.[Na+:45].[Pd+2:60]>>[c:2]1([N:36]2[CH2:35][CH:34]3[N:33]([C:31]([O:30][C:26]([CH3:27])([CH3:28])[CH3:29])=[O:32])[CH2:38][CH:37]2[CH2:39]3)[n:3][n:4](-[c:11]2[cH:12][c:13]([NH:17][CH:18]([CH3:19])[c:20]3[cH:21][cH:22][cH:23][cH:24][cH:25]3)[n:14][cH:15][cH:16]2)[c:5]2[cH:6][cH:7][cH:8][cH:9][c:10]12. Starting materials: CCO, [Na+], [OH-], CC(=O)Nc1cnc(-c2ccccc2)c(C(F)(F)F)c1. Reaction SMILES: [CH3:21][CH2:22][OH:23].[Na+:25].[OH-:24].[c:1]1(-[c:7]2[c:8]([C:17]([F:18])([F:19])[F:20])[cH:9][c:10]([NH:13][C:14](=[O:15])[CH3:16])[cH:11][n:12]2)[cH:2][cH:3][cH:4][cH:5][cH:6]1>>[c:1]1(-[c:7]2[c:8]([C:17]([F:18])([F:19])[F:20])[cH:9][c:10]([NH2:13])[cH:11][n:12]2)[cH:2][cH:3][cH:4][cH:5][cH:6]1. The product is Nc1cnc(-c2ccccc2)c(C(F)(F)F)c1. The reactants are ClCCl, [Cl-], O=S1(=O)Cc2nc(-c3cc(F)c(Cl)cc3F)nc(N3CCC(O)CC3)c2C1, O=C(Cl)Oc1ccc([N+](=O)[O-])cc1, [NH4+], c1ccncc1. Yields the product O=C(Oc1ccc([N+](=O)[O-])cc1)OC1CCN(c2nc(-c3cc(F)c(Cl)cc3F)nc3c2CS(=O)(=O)C3)CC1. RXN SMILES: [CH2:49]([Cl:50])[Cl:51].[Cl-:47].[Cl:1][c:2]1[cH:3][c:4]([F:27])[c:5](-[c:9]2[n:10][c:11]([N:20]3[CH2:21][CH2:22][CH:23]([OH:26])[CH2:24][CH2:25]3)[c:12]3[c:13]([n:14]2)[CH2:15][S:16](=[O:18])(=[O:19])[CH2:17]3)[cH:6][c:7]1[F:8].[Cl:28][C:29](=[O:30])[O:31][c:32]1[cH:33][cH:34][c:35]([N+:38](=[O:39])[O-:40])[cH:36][cH:37]1.[NH4+:48].[cH:41]1[cH:42][cH:43][n:44][cH:45][cH:46]1>>[Cl:1][c:2]1[cH:3][c:4]([F:27])[c:5](-[c:9]2[n:10][c:11]([N:20]3[CH2:21][CH2:22][CH:23]([O:26][C:29](=[O:30])[O:31][c:32]4[cH:33][cH:34][c:35]([N+:38](=[O:39])[O-:40])[cH:36][cH:37]4)[CH2:24][CH2:25]3)[c:12]3[c:13]([n:14]2)[CH2:15][S:16](=[O:18])(=[O:19])[CH2:17]3)[cH:6][c:7]1[F:8]. Starting materials: [Al+3], CCOCC, O=C(Cl)c1c(Cl)cc([N+](=O)[O-])cc1Cl, [H-], [H-], [H-], [H-], [Li+], O=S(=O)(O)O. Yields the product O=[N+]([O-])c1cc(Cl)c(CO)c(Cl)c1. RXN SMILES: [Al+3:2].[CH3:26][CH2:27][O:28][CH2:29][CH3:30].[Cl:7][c:8]1[c:9]([C:10](=[O:11])[Cl:12])[c:13]([Cl:20])[cH:14][c:15]([N+:17](=[O:18])[O-:19])[cH:16]1.[H-:1].[H-:4].[H-:5].[H-:6].[Li+:3].[S:21](=[O:22])(=[O:23])([OH:24])[OH:25]>>[Cl:7][c:8]1[c:9]([CH2:10][OH:11])[c:13]([Cl:20])[cH:14][c:15]([N+:17](=[O:18])[O-:19])[cH:16]1.